This data is from the Open Reaction Database (ORD), a public repository of structured organic reaction records. The task is: describe an organic reaction: reactants, conditions, products, and yield Reactants: CC(=O)O, CCCCOC1OC(C(O)N(C(=O)NCCCl)C(C)CC)C(O)C(O)C1O, O=N[O-], [Na+]. The product is CCCCOC1OC(C(O)N(C(=O)N(CCCl)N=O)C(C)CC)C(O)C(O)C1O. Reaction SMILES: [CH3:32][C:33](=[O:34])[OH:35].[CH:5]([CH3:6])([CH2:7][CH3:8])[N:9]([C:10]([NH:11][CH2:12][CH2:13][Cl:14])=[O:15])[CH:16]([CH:17]1[CH:18]([OH:30])[CH:19]([OH:29])[CH:20]([OH:28])[CH:21]([O:22][CH2:23][CH2:24][CH2:25][CH3:26])[O:27]1)[OH:31].[N:1](=[O:2])[O-:3].[Na+:4]>>[N:1](=[O:3])[N:11]([C:10]([N:9]([CH:5]([CH3:6])[CH2:7][CH3:8])[CH:16]([CH:17]1[CH:18]([OH:30])[CH:19]([OH:29])[CH:20]([OH:28])[CH:21]([O:22][CH2:23][CH2:24][CH2:25][CH3:26])[O:27]1)[OH:31])=[O:15])[CH2:12][CH2:13][Cl:14]. Reactants: ClC1=CC=2N(C=C1C=1C=NC(=NC1)N1CCC(CC1)(C(=O)OCC)C)C(=C(N2)C)CC2=C(C=CC=C2)OC(F)F (Ethyl 1-[5-(7-chloro-3-{[2-(difluoromethoxy)phenyl]methyl}-2-methylimidazo[1,2-a]-pyridin-6-yl)pyrimidin-2-yl]-4-methylpiperidine-4-carboxylate), [OH-].[Na+] (sodium hydroxide). The solvent is C1CCOC1 (THF), CO (methanol). Conditions: temperature 55 celsius, time 8 hour. Product: ClC1=CC=2N(C=C1C=1C=NC(=NC1)N1CCC(CC1)(C(=O)[O-])C)C(=C(N2)C)CC2=C(C=CC=C2)OC(F)F.[Na+] (Sodium 1-[5-(7-chloro-3-{[2-(difluoromethoxy)phenyl]methyl}-2-methylimidazo[1,2-a]-pyridin-6-yl)pyrimidin-2-yl]-4-methylpiperidine-4-carboxylate). The yield is 101.7%. As a reaction SMILES: [Cl:1][C:2]1[C:7]([C:8]2[CH:9]=[N:10][C:11]([N:14]3[CH2:19][CH2:18][C:17]([CH3:25])([C:20]([O:22]CC)=[O:21])[CH2:16][CH2:15]3)=[N:12][CH:13]=2)=[CH:6][N:5]2[C:26]([CH2:30][C:31]3[CH:36]=[CH:35][CH:34]=[CH:33][C:32]=3[O:37][CH:38]([F:40])[F:39])=[C:27]([CH3:29])[N:28]=[C:4]2[CH:3]=1.[OH-].[Na+:42]>C1COCC1.CO>[Cl:1][C:2]1[C:7]([C:8]2[CH:9]=[N:10][C:11]([N:14]3[CH2:19][CH2:18][C:17]([CH3:25])([C:20]([O-:22])=[O:21])[CH2:16][CH2:15]3)=[N:12][CH:13]=2)=[CH:6][N:5]2[C:26]([CH2:30][C:31]3[CH:36]=[CH:35][CH:34]=[CH:33][C:32]=3[O:37][CH:38]([F:40])[F:39])=[C:27]([CH3:29])[N:28]=[C:4]2[CH:3]=1.[Na+:42] |f:1.2,5.6|. Procedure details: To a suspension of Example 297 (0.40 g, 0.71 mmol) in THF (4 mL) and methanol (4 mL) was added 1M aqueous sodium hydroxide solution (0.67 mL, 0.68 mmol), and the mixture was heated at 55° C. The mixture was stirred at room temperature overnight. The mixture was concentrated in vacuo to remove the organic solvents and the residue was treated with diethyl ether (50 mL). The ether was decanted and the aqueous layer was diluted with water, then freeze dried, to give the title compound (0.39 g, 97%) ... Starting materials: IC=1N=CN(C1)C1=NC(=CC(=N1)C)C=1C=NC(=CC1)C(F)(F)F (2-(4-iodo-imidazol-1-yl)-4-methyl-6-(6-trifluoromethyl-pyridin-3-yl)-pyrimidine), NC1=NC=C(C=C1)B1OC(C(O1)(C)C)(C)C (2-amino-5-(4,4,5,5-tetramethyl-1,3,2-dioxaborolan-2-yl)pyridine). Yields the product CC1=NC(=NC(=C1)C=1C=NC(=CC1)C(F)(F)F)N1C=NC(=C1)C=1C=CC(=NC1)N (5-{1-[4-Methyl-6-(6-trifluoromethyl-pyridin-3-yl)-pyrimidin-2-yl]-1H-imidazol-4-yl}-pyridin-2-ylamine), solid. The yield is 59.0%. RXN SMILES: I[C:2]1[N:3]=[CH:4][N:5]([C:7]2[N:12]=[C:11]([CH3:13])[CH:10]=[C:9]([C:14]3[CH:15]=[N:16][C:17]([C:20]([F:23])([F:22])[F:21])=[CH:18][CH:19]=3)[N:8]=2)[CH:6]=1.[NH2:24][C:25]1[CH:30]=[CH:29][C:28](B2OC(C)(C)C(C)(C)O2)=[CH:27][N:26]=1>>[CH3:13][C:11]1[CH:10]=[C:9]([C:14]2[CH:15]=[N:16][C:17]([C:20]([F:23])([F:22])[F:21])=[CH:18][CH:19]=2)[N:8]=[C:7]([N:5]2[CH:6]=[C:2]([C:28]3[CH:29]=[CH:30][C:25]([NH2:24])=[N:26][CH:27]=3)[N:3]=[CH:4]2)[N:12]=1. Procedure details: The title compound was prepared from 2-(4-iodo-imidazol-1-yl)-4-methyl-6-(6-trifluoromethyl-pyridin-3-yl)-pyrimidine (example B.9) (0.35 g, 0.81 mmol) and commercially available 2-amino-5-(4,4,5,5-tetramethyl-1,3,2-dioxaborolan-2-yl)pyridine (0.214 g, 0.97 mmol) according to the general procedure III. Obtained as a yellow solid (0.19 g, 59%). MS (ISP) 398.2 [(M+H)+]; mp 220° C. Reactants: CSC1=NN=C(S1)S (5-(methylthio)-1,3,4-thiadiazole-2-thiol), [H-].[Na+] (NaH), ClC=1C(=NC=CN1)C#N (3-chloropyrazine-2-carbonitrile). Run in CN(C)C=O (DMF), C1=CC=CC=C1 (benzene). Conditions: temperature 0 celsius, time 15 minute. Yields the product CSC1=NN=C(S1)SC=1C(=NC=CN1)C#N (3-(5-(methylthio)-1,3,4-thiadiazol-2-ylthio)pyrazine-2-carbonitrile). As a reaction SMILES: [CH3:1][S:2][C:3]1[S:7][C:6]([SH:8])=[N:5][N:4]=1.[H-].[Na+].Cl[C:12]1[C:13]([C:18]#[N:19])=[N:14][CH:15]=[CH:16][N:17]=1>CN(C=O)C.C1C=CC=CC=1>[CH3:1][S:2][C:3]1[S:7][C:6]([S:8][C:12]2[C:13]([C:18]#[N:19])=[N:14][CH:15]=[CH:16][N:17]=2)=[N:5][N:4]=1 |f:1.2|. Procedure: To a solution of 5-(methylthio)-1,3,4-thiadiazole-2-thiol (821 mg, 5.0 mmol) in DMF and benzene (10 ml, 1/1) was added NaH (60% dispersion in mineral oil, 220 mg, 5.5 mmol) slowly at 0° C. under nitrogen atmosphere. The resulting suspension was stirred at 0° C. for 15 minutes and then to the mixture was added 3-chloropyrazine-2-carbonitrile (698 mg, 5.0 mmol). The reaction was stirred at 80° C. for 4 hr. The reaction was then cooled to room temperature and quenched with saturated NH4Cl solution ... Reaction SMILES: FC(F)(F)C([N:5]1[CH2:15][CH:14]2[CH2:16][CH:7]([C:8]3[CH:9]=[C:10]([NH2:18])[C:11]([OH:17])=[CH:12][C:13]=32)[CH2:6]1)=O.[C:21]([Cl:26])(=O)[CH:22](C)[CH3:23]>>[ClH:26].[CH2:22]([C:23]1[O:17][C:11]2[C:10]([N:18]=1)=[CH:9][C:8]1[CH:7]3[CH2:16][CH:14]([CH2:15][NH:5][CH2:6]3)[C:13]=1[CH:12]=2)[CH3:21] |f:2.3|. Reactants: FC(C(=O)N1CC2C=3C=C(C(=CC3C(C1)C2)O)N)(F)F (2,2,2-Trifluoro-1-(4-hydroxy-5-amino-10-aza-tricyclo[6.3.1.02,7]dodeca-2(7),3,5-trien-10-yl)-ethanone), C(C(C)C)(=O)Cl (isobutyryl chloride). Procedure: 2,2,2-Trifluoro-1-(4-hydroxy-5-amino-10-aza-tricyclo[6.3.1.02,7]dodeca-2(7),3,5-trien-10-yl)-ethanone and isobutyryl chloride were converted to the title compound following the procedures described in Example 30 and Goldstein, S. W.: Dambek, P J J. Het. Chem. 1990, 27, 335. 1H NMR (400 MHz, CD3OD) δ 7.64 (s, 1H), 7.62 (s, 1H), 3.48 (d, J=2.5 Hz, 2H), 3.41 (d, J=12.0 Hz, 2H), 3.20 (2H), 3.01 (q, J=7.5 Hz, 2H), 2.45 (m, 1H), 2.17 (d, J=11.5 Hz, 1H), 1.42 (t, J=7.5 Hz, 3H). APCl MS m/e 229.2 [(M+1)... Yields the product Cl.C(C)C=1OC2=CC=3C4CNCC(C3C=C2N1)C4 (6-ETHYL-5-OXA-7,13-DIAZATETRACYCLO[9.3.1.02,10.04,8]PENTADECA-2(10),3,6,8-TETRAENE HYDROCHLORIDE).